This data is from the Open Reaction Database (ORD), a public repository of structured organic reaction records. The task is: describe an organic reaction: reactants, conditions, products, and yield The reactants are [Br-], O=C(O)c1cc(Br)cnc1Cl, O=C(n1ccnc1)n1ccnc1, CCOC(=O)CC(=O)O, C[Mg+], CCOCC, Cl, C1CCOC1, O. Yields the product CCOC(=O)CC(=O)c1cc(Br)cnc1Cl. RXN SMILES: [Br-:33].[Br:1][c:2]1[cH:3][c:4]([C:9](=[O:10])[OH:11])[c:5]([Cl:8])[n:6][cH:7]1.[C:12]([n:13]1[cH:14][cH:15][n:16][cH:17]1)([n:18]1[cH:19][cH:20][n:21][cH:22]1)=[O:23].[CH2:24]([CH3:25])[O:26][C:27]([CH2:28][C:29]([OH:30])=[O:31])=[O:32].[CH3:34][Mg+:35].[CH3:42][CH2:43][O:44][CH2:45][CH3:46].[ClH:36].[O:37]1[CH2:38][CH2:39][CH2:40][CH2:41]1.[OH2:47]>>[Br:1][c:2]1[cH:3][c:4]([C:9](=[O:11])[CH2:28][C:27]([O:26][CH2:24][CH3:25])=[O:32])[c:5]([Cl:8])[n:6][cH:7]1. Starting materials: C(C(=O)Cl)(=O)Cl (oxalyl chloride), COC=1C=C(C(=O)O)C=CC1O[Si](C(C)C)(C(C)C)C(C)C (3-methoxy-4-triisopropylsilyloxybenzoic acid), C(=O)(O)[O-].[Na+] (NaHCO3), C(C1=CC=CC=C1)OC=1C=CC2=C(SC(=C2)N(C)C)C1 (6-Benzyloxy-2-(N,N-dimethylamino)benzo[b]thiophene). The reagents and catalysts are CN(C)C=O (DMF). Run in ClC(C)Cl (dichloroethane). Reaction conditions: time 8 hour. The product is COC=1C=C(C=CC1O[Si](C(C)C)(C(C)C)C(C)C)C(=O)C=1C2=C(SC1N(C)C)C=C(C=C2)OCC2=CC=CC=C2 (6-Benzyloxy-2-(dimethylamino)benzo[b]thiophen-3-yl 3-Methoxy-4-triisopropylsilyloxyphenyl Ketone). As a reaction SMILES: [CH3:1][O:2][C:3]1[CH:4]=[C:5]([CH:9]=[CH:10][C:11]=1[O:12][Si:13]([CH:20]([CH3:22])[CH3:21])([CH:17]([CH3:19])[CH3:18])[CH:14]([CH3:16])[CH3:15])[C:6](O)=[O:7].C(Cl)(=O)C(Cl)=O.[CH2:29]([O:36][C:37]1[CH:38]=[CH:39][C:40]2[CH:44]=[C:43]([N:45]([CH3:47])[CH3:46])[S:42][C:41]=2[CH:48]=1)[C:30]1[CH:35]=[CH:34][CH:33]=[CH:32][CH:31]=1.C([O-])(O)=O.[Na+]>ClC(Cl)C.CN(C=O)C>[CH3:1][O:2][C:3]1[CH:4]=[C:5]([C:6]([C:44]2[C:40]3[CH:39]=[CH:38][C:37]([O:36][CH2:29][C:30]4[CH:31]=[CH:32][CH:33]=[CH:34][CH:35]=4)=[CH:48][C:41]=3[S:42][C:43]=2[N:45]([CH3:46])[CH3:47])=[O:7])[CH:9]=[CH:10][C:11]=1[O:12][Si:13]([CH:17]([CH3:19])[CH3:18])([CH:20]([CH3:21])[CH3:22])[CH:14]([CH3:15])[CH3:16] |f:3.4|. Procedure details: A slurry of 3-methoxy-4-triisopropylsilyloxybenzoic acid (9.75 g, 30 mmol; Part A) in 300 mL of dichloroethane and 1 drop of DMF was treated with oxalyl chloride (13.1 mL, 150 mmol) and stirred overnight at ambient temperature. The reaction mixture was concentrated in vacuo and suspended in 300 mL of chlorobenzene. 6-Benzyloxy-2-(N,N-dimethylamino)benzo[b]thiophene (8.5 g, 30 mmol) was added, and the resulting mixture was heated at 105° C. for 5 h. After cooling to ambient temperature, the react... Starting materials: [BH4-], COC(C)O, CCOC(C)=O, CCOC(=O)c1cnc2ccc(Cl)cc2c1Cl, [Na+]. The product is CCOC(=O)c1cnc2ccc(Cl)cc2c1. RXN SMILES: [BH4-:18].[CH3:20][O:21][CH:22]([OH:23])[CH3:24].[CH3:25][CH2:26][O:27][C:28](=[O:29])[CH3:30].[Cl:1][c:2]1[c:3]([C:13](=[O:14])[O:15][CH2:16][CH3:17])[cH:4][n:5][c:6]2[cH:7][cH:8][c:9]([Cl:12])[cH:10][c:11]12.[Na+:19]>>[cH:2]1[c:3]([C:13](=[O:14])[O:15][CH2:16][CH3:17])[cH:4][n:5][c:6]2[cH:7][cH:8][c:9]([Cl:12])[cH:10][c:11]12. Reactants: CC1=C(C(=C2C(=N1)SC1=C2CCC1)C1=CC=C(C=C1)C)C(C(=O)OC)C1CCCC1 (methyl 2-[2-Methyl-4-p-tolyl-6,7-dihydro-5H-cyclopenta[4,5]thieno[2,3-b]pyridin-3-yl]-2-cyclopentylacetate), [OH-].[Na+] (sodium hydroxide), Cl (HCl). Solvent: CO (methanol). Conditions: temperature 60 celsius. The product is CC1=C(C(=C2C(=N1)SC1=C2CCC1)C1=CC=C(C=C1)C)C(C(=O)O)C1CCCC1 (2-[2-Methyl-4-p-tolyl-6,7-dihydro-5H-cyclopenta[4,5]thieno[2,3-b]pyridin-3-yl]-2-cyclopentylacetic acid). The yield is 39.7%. RXN SMILES: [CH3:1][C:2]1[N:7]=[C:6]2[S:8][C:9]3[CH2:13][CH2:12][CH2:11][C:10]=3[C:5]2=[C:4]([C:14]2[CH:19]=[CH:18][C:17]([CH3:20])=[CH:16][CH:15]=2)[C:3]=1[CH:21]([CH:26]1[CH2:30][CH2:29][CH2:28][CH2:27]1)[C:22]([O:24]C)=[O:23].[OH-].[Na+].Cl>CO>[CH3:1][C:2]1[N:7]=[C:6]2[S:8][C:9]3[CH2:13][CH2:12][CH2:11][C:10]=3[C:5]2=[C:4]([C:14]2[CH:19]=[CH:18][C:17]([CH3:20])=[CH:16][CH:15]=2)[C:3]=1[CH:21]([CH:26]1[CH2:30][CH2:29][CH2:28][CH2:27]1)[C:22]([OH:24])=[O:23] |f:1.2|. Procedure details: To a solution of methyl 2-[2-Methyl-4-p-tolyl-6,7-dihydro-5H-cyclopenta[4,5]thieno[2,3-b]pyridin-3-yl]-2-cyclopentylacetate (0.077 g; 0.18 mmol) in methanol (1.8 mL) was added a solution of sodium hydroxide 10 N (0.18 ml) and the mixture was heated to 60° C. for 18 h. After cooling, the reaction mixture was acidified with 1N HCl (pH˜2) and partially concentrated under reduced pressure. The residue was partitioned between ethyl acetate and water. The organic layer was washed with brine, dried ove...